From a dataset of the Open Reaction Database (ORD), a public repository of structured organic reaction records. describe an organic reaction: reactants, conditions, products, and yield Starting materials: CC(C)(C)[Si](Cl)(Cl)Cl, CCOCC, [Li]N1CCC(C)CC1. Product: CC1CCN([Si](Cl)(Cl)C(C)(C)C)CC1. Reaction SMILES: [C:1]([CH3:2])([CH3:3])([CH3:4])[Si:5]([Cl:6])([Cl:7])[Cl:8].[CH2:17]([O:18][CH2:19][CH3:20])[CH3:21].[Li:9][N:10]1[CH2:11][CH2:12][CH:13]([CH3:16])[CH2:14][CH2:15]1>>[C:1]([CH3:2])([CH3:3])([CH3:4])[Si:5]([Cl:6])([Cl:8])[N:10]1[CH2:11][CH2:12][CH:13]([CH3:16])[CH2:14][CH2:15]1.